Dataset: the Open Reaction Database (ORD), a public repository of structured organic reaction records. Task: describe an organic reaction: reactants, conditions, products, and yield Starting materials: ClC=1C=CC=2C(=NC(=C(N2)O)C2=CC=CC=C2)N1 (6-chloro-3-phenylpyrido[2,3-b]pyrazin-2-ol), O.NN (hydrazine hydrate), CCOC(=O)C (EtOAc), O (water). Run in O1CCOCC1 (1,4-dioxane). Yields the product N(N)C=1C=CC=2C(=NC(=C(N2)O)C2=CC=CC=C2)N1 (6-hydrazino-3-phenylpyrido[2,3-b]pyrazin-2-ol). RXN SMILES: Cl[C:2]1[CH:3]=[CH:4][C:5]2[C:6]([N:18]=1)=[N:7][C:8]([C:12]1[CH:17]=[CH:16][CH:15]=[CH:14][CH:13]=1)=[C:9]([OH:11])[N:10]=2.O.[NH2:20][NH2:21].CCOC(C)=O.O>O1CCOCC1>[NH:20]([C:2]1[CH:3]=[CH:4][C:5]2[C:6]([N:18]=1)=[N:7][C:8]([C:12]1[CH:17]=[CH:16][CH:15]=[CH:14][CH:13]=1)=[C:9]([OH:11])[N:10]=2)[NH2:21] |f:1.2|. Procedure: 6-chloro-3-phenylpyrido[2,3-b]pyrazin-2-ol (3-2) (26.2 g, 102 mmol) and hydrazine hydrate (26.2 g, 102 mmol) in 1,4-dioxane (400 mL) was stirred at 100° C. for 3 days. To the mixture was added EtOAc and water. The resulting solid was collected by filtration to give 6-hydrazino-3-phenylpyrido[2,3-b]pyrazin-2-ol (3-3) as yellow powder. Product: Cc1cc(-c2ccc(C(F)(F)F)cc2)nc(-c2cccc(-c3ccc(S(N)(=O)=O)s3)c2)c1. The reactants are Cc1cc(-c2ccc(C(F)(F)F)cc2)nc(-c2cccc(-c3ccc(S(=O)(=O)NC(C)(C)C)s3)c2)c1, O=C(O)C(F)(F)F. RXN SMILES: [C:1]([CH3:2])([CH3:3])([CH3:4])[NH:5][S:6](=[O:7])(=[O:8])[c:9]1[s:10][c:11](-[c:14]2[cH:15][c:16](-[c:20]3[n:21][c:22](-[c:27]4[cH:28][cH:29][c:30]([C:33]([F:34])([F:35])[F:36])[cH:31][cH:32]4)[cH:23][c:24]([CH3:26])[cH:25]3)[cH:17][cH:18][cH:19]2)[cH:12][cH:13]1.[F:37][C:38]([F:39])([F:40])[C:41]([OH:42])=[O:43]>>[NH2:5][S:6](=[O:7])(=[O:8])[c:9]1[s:10][c:11](-[c:14]2[cH:15][c:16](-[c:20]3[n:21][c:22](-[c:27]4[cH:28][cH:29][c:30]([C:33]([F:34])([F:35])[F:36])[cH:31][cH:32]4)[cH:23][c:24]([CH3:26])[cH:25]3)[cH:17][cH:18][cH:19]2)[cH:12][cH:13]1. Starting materials: CC(=O)O, Cl, O=[N+]([O-])c1c2ccccc2cc2ccccc12, Cl[Sn](Cl)(Cl)Cl. Yields the product Nc1c2ccccc2cc2ccccc12. As a reaction SMILES: [CH3:24][C:25](=[O:26])[OH:27].[ClH:23].[N+:6]([O-:7])(=[O:8])[c:9]1[c:10]2[cH:11][cH:12][cH:13][cH:14][c:15]2[cH:16][c:17]2[cH:18][cH:19][cH:20][cH:21][c:22]12.[Sn:1]([Cl:2])([Cl:3])([Cl:4])[Cl:5]>>[NH2:6][c:9]1[c:10]2[cH:11][cH:12][cH:13][cH:14][c:15]2[cH:16][c:17]2[cH:18][cH:19][cH:20][cH:21][c:22]12. Starting materials: C(C1=CC=CC=C1)OC(=O)Cl (benzyloxycarbonyl chloride), C(C1=CC=CC=C1)N1C[C@H]2CCC([C@H]2C1)=O ((1R,5S)-7-benzyl-2-oxo-7-azabicyclo[3.3.0]octane). Run in ClCCl (dichloromethane), ClCCl (dichloromethane). Reaction conditions: time 16 hour. Yields the product C(C1=CC=CC=C1)OC(=O)N1C[C@H]2CCC([C@H]2C1)=O ((1R,5S)-7-Benzyloxycarbonyl-2-oxo-7-azabicyclo[3.3.0]octane). Yield: 85.9%. RXN SMILES: [CH2:1]([O:8][C:9](Cl)=[O:10])[C:2]1[CH:7]=[CH:6][CH:5]=[CH:4][CH:3]=1.C([N:19]1[CH2:26][C@H:25]2[C@H:21]([CH2:22][CH2:23][C:24]2=[O:27])[CH2:20]1)C1C=CC=CC=1>ClCCl>[CH2:1]([O:8][C:9]([N:19]1[CH2:26][C@H:25]2[C@H:21]([CH2:22][CH2:23][C:24]2=[O:27])[CH2:20]1)=[O:10])[C:2]1[CH:7]=[CH:6][CH:5]=[CH:4][CH:3]=1. Procedure: A solution of benzyloxycarbonyl chloride (4.28 ml, 30.0 mmol) in dichloromethane (15 ml) was added dropwise to a solution of (1R,5S)-7-benzyl-2-oxo-7-azabicyclo[3.3.0]octane (1.31 g, 6.10 mmol) in dichloromethane (20 ml) while cooling with ice, and the mixture was stirred at room temperature for 16 hours. The solvent was removed by evaporation, and the residue was purified by silica gel column chromatography (n-hexane:ethyl acetate=1:1) to give 1.36 g (5.24 mmol, 86%) of the title compound as a ... The reactants are BrC1=CC=C(C=N1)C1=NC2=CC=CC=C2C(N1C1=CC=C(C=C1)Cl)=O (2-(6-bromopyridin-3-yl)-3-(4-chlorophenyl)quinazolin-4(3H)-one), CC(C)(C)[O-].[Na+] (NaOt-Bu), C(C)NCC (diethylamine), C(C)NCC (diethylamine). Reagents/catalysts: CC(=O)[O-].CC(=O)[O-].[Pd+2] (Pd(OAc)2), C1=CC=C(C=C1)P([C-]2C=CC=C2)C3=CC=CC=C3.C1=CC=C(C=C1)P([C-]2C=CC=C2)C3=CC=CC=C3.[Fe+2] (DPPF). Run in C1(=CC=CC=C1)C (toluene). Conditions: time 30 minute. Product: ClC1=CC=C(C=C1)N1C(=NC2=CC=CC=C2C1=O)C=1C=NC(=CC1)N(CC)CC (3-(4-chlorophenyl)-2-(6-(diethylamino)pyridin-3-yl)quinazolin-4(3H)-one). The yield is 49.4%. Reaction SMILES: Br[C:2]1[N:7]=[CH:6][C:5]([C:8]2[N:17]([C:18]3[CH:23]=[CH:22][C:21]([Cl:24])=[CH:20][CH:19]=3)[C:16](=[O:25])[C:15]3[C:10](=[CH:11][CH:12]=[CH:13][CH:14]=3)[N:9]=2)=[CH:4][CH:3]=1.CC([O-])(C)C.[Na+].[CH2:32]([NH:34][CH2:35][CH3:36])[CH3:33]>C1(C)C=CC=CC=1.CC([O-])=O.CC([O-])=O.[Pd+2].C1C=CC(P(C2C=CC=CC=2)[C-]2C=CC=C2)=CC=1.C1C=CC(P(C2C=CC=CC=2)[C-]2C=CC=C2)=CC=1.[Fe+2]>[Cl:24][C:21]1[CH:22]=[CH:23][C:18]([N:17]2[C:16](=[O:25])[C:15]3[C:10](=[CH:11][CH:12]=[CH:13][CH:14]=3)[N:9]=[C:8]2[C:5]2[CH:6]=[N:7][C:2]([N:34]([CH2:35][CH3:36])[CH2:32][CH3:33])=[CH:3][CH:4]=2)=[CH:19][CH:20]=1 |f:1.2,5.6.7,8.9.10|. Procedure: 2-(6-bromopyridin-3-yl)-3-(4-chlorophenyl)quinazolin-4(3H)-one (0.035 g, 0.085 mmol), Pd(OAc)2 (0.002 g, 0.009 mmol), DPPF (0.004 g, 0.007 mmol), NaOt-Bu (0.011 g, 0.110 mmol), and diethylamine (0.020 mL, 0.19 mmol) were combined in toluene (2 mL) in a microwave tube under nitrogen. The mixture was microwaved at 80° C., 300 W, for 30 minutes. Additional diethylamine (0.040 mL, 0.38 mmol) was added and the microwaving was continued at 90° C. for 2.5 hours. The mixture was concentrated and purifie... The solvent is CN(C)C=O (DMF). Reactants: NC1=CC=C(C=C1)C=1C=C(N(C1)C)C(=O)OC (Methyl 4-(4-aminophenyl)-1-methyl-1H-pyrrole-2-carboxylate), Alloc-THP, C(C=C)OC(=O)N1[C@H]([C@H]2N(C(C3=C1C=C(C(=C3)OC)OCCCC(=O)NC=3C=C(N(C3)C)C(=O)O)=O)CCC2)OC2OCCCC2 (4-(4-(((11S,11aS)-10-((allyloxy)carbonyl)-7-methoxy-5-oxo-11-((tetrahydro-2H-pyran-2-yl)oxy)-2,3,5,10,11,11a-hexahydro-1H-benzo[e]pyrrolo[1,2-a][1,4]diazepin-8-yl)oxy)butanamido)-1-methyl-1H-pyrrole-2-carboxylic acid), CCN=C=NCCCN(C)C.Cl (EDCl), C(C=C)OC(=O)N1C(C2N(C(C3=C1C=C(C(=C3)OC)OCCCC(=O)O)=O)CCC2)OC2OCCCC2 (4-(10-(allyloxycarbonyl)-7-methoxy-5-oxo-11-(tetrahydro-2H-pyran-2-yloxy)-2,3,5,10,11,11a-hexahydro-1H-pyrrolo[2,1-c][1,4]benzodiazepine-8-yloxy)butanoic acid). Procedure: A solution of Alloc-THP protected PBD-Py acid 14a (150 mg, 0.23 mmol, 1.0 equivalent) was dissolved in DMF. EDCl (2.49 g, 13.02 mmol, 2.0 eq) and DMAP (1.989 g, 16.28 mmol, 2.5 eq) were added to the stirred solution of 13 at room temperature and the mixture was allowed to stir for 30 minutes after which the MPB-ester 7 (67.83 mg, 0.29 mmol, 1.25 eq) was added. The reaction mixture was allowed to stir for a further 3 hour at which point TLC showed completion of reaction. The reaction was quenched... The product is COC1=CC2=C(N([C@H]([C@H]3N(C2=O)CCC3)OC3OCCCC3)C(=O)OCC=C)C=C1OCCCC(=O)NC1=CN(C(=C1)C(NC1=CC=C(C=C1)C1=CN(C(=C1)C(=O)OC)C)=O)C ((11S,11aS)-allyl 7-methoxy-8-(4-((5-((4-(5-(methoxycarbonyl)-1-methyl-1H-pyrrol-3-yl)phenyl)carbamoyl)-1-methyl-1H-pyrrol-3-yl)amino)-4-oxobutoxy)-5-oxo-11-((tetrahydro-2H-pyran-2-yl)oxy)-2,3,11,11a-tetrahydro-1H-benzo[e]pyrrolo[1,2-a][1,4]diazepine-10(5H)-carboxylate). Reaction SMILES: [CH2:1]([O:4][C:5]([N:7]1[C:13]2[CH:14]=[C:15]([O:20][CH2:21][CH2:22][CH2:23][C:24]([NH:26][C:27]3[CH:28]=[C:29]([C:33]([OH:35])=O)[N:30]([CH3:32])[CH:31]=3)=[O:25])[C:16]([O:18][CH3:19])=[CH:17][C:12]=2[C:11](=[O:36])[N:10]2[CH2:37][CH2:38][CH2:39][C@H:9]2[C@@H:8]1[O:40][CH:41]1[CH2:46][CH2:45][CH2:44][CH2:43][O:42]1)=[O:6])[CH:2]=[CH2:3].CCN=C=NCCCN(C)C.Cl.C(OC(N1C2C=C(OCCCC(O)=O)C(OC)=CC=2C(=O)N2CCCC2C1OC1CCCCO1)=O)C=C.[NH2:96][C:97]1[CH:102]=[CH:101][C:100]([C:103]2[CH:104]=[C:105]([C:109]([O:111][CH3:112])=[O:110])[N:106]([CH3:108])[CH:107]=2)=[CH:99][CH:98]=1>CN(C=O)C.CN(C1C=CN=CC=1)C>[CH3:19][O:18][C:16]1[C:15]([O:20][CH2:21][CH2:22][CH2:23][C:24]([NH:26][C:27]2[CH:28]=[C:29]([C:33](=[O:35])[NH:96][C:97]3[CH:102]=[CH:101][C:100]([C:103]4[CH:104]=[C:105]([C:109]([O:111][CH3:112])=[O:110])[N:106]([CH3:108])[CH:107]=4)=[CH:99][CH:98]=3)[N:30]([CH3:32])[CH:31]=2)=[O:25])=[CH:14][C:13]2[N:7]([C:5]([O:4][CH2:1][CH:2]=[CH2:3])=[O:6])[C@@H:8]([O:40][CH:41]3[CH2:46][CH2:45][CH2:44][CH2:43][O:42]3)[C@@H:9]3[CH2:39][CH2:38][CH2:37][N:10]3[C:11](=[O:36])[C:12]=2[CH:17]=1 |f:1.2|. Reagents/catalysts: CN(C)C=1C=CN=CC1 (DMAP). Reaction conditions: time 3 hour. Procedure: To 6 ml of tetrahydrofuran were added 0.78 g of 4-(2,2,2-trifluoro-1-methyl-ethyl)pyridine-2-carboxamide=oxime and 0.81 g of 1,1′-carbonyldiimidazole, and the mixture was stirred at room temperature for 2 hours. Thereafter, 0.76 g of 1,8-diazabicyclo[5,4,0]undec-7-ene was added at 0° C., and the mixture was stirred at room temperature for 7 hours. To the reaction solution were added water and 10% HCl, the resultant solution was extracted with ethyl acetate three times, and the organic layers wer... Reaction conditions: time 2 hour. Reactants: N12CCCCCC2=NCCC1 (1,8-diazabicyclo[5,4,0]undec-7-ene), Cl (HCl), O (water), FC(C(C)C1=CC(=NC=C1)C(=O)N)(F)F (4-(2,2,2-trifluoro-1-methyl-ethyl)pyridine-2-carboxamide), oxime, C(=O)(N1C=NC=C1)N1C=NC=C1 (1,1′-carbonyldiimidazole). The solvent is O1CCCC1 (tetrahydrofuran). RXN SMILES: [F:1][C:2]([F:15])([F:14])[CH:3]([C:5]1[CH:10]=[CH:9][N:8]=[C:7]([C:11]([NH2:13])=O)[CH:6]=1)[CH3:4].[C:16](N1C=CN=C1)(N1C=CN=C1)=[O:17].[N:28]12CCCN=C1CCCCC2.Cl.[OH2:40]>O1CCCC1>[F:1][C:2]([F:15])([F:14])[CH:3]([C:5]1[CH:10]=[CH:9][N:8]=[C:7]([C:11]2[NH:28][O:40][C:16](=[O:17])[N:13]=2)[CH:6]=1)[CH3:4]. The product is FC(C(C)C1=CC(=NC=C1)C=1NOC(N1)=O)(F)F (3-[4-(2,2,2-trifluoro-1-methyl-ethyl)pyridin-2-yl]-1,2,4-oxadiazol-5-one). Reactants: N#Cc1ccc(OCC(=O)O)c(Br)c1, CC(C)NNC(=O)c1ccccc1, CCN(C(C)C)C(C)C, CN(C)C=O. Yields the product CC(C)N(NC(=O)c1ccccc1)C(=O)COc1ccc(C#N)cc1Br. RXN SMILES: [Br:1][c:2]1[c:3]([O:4][CH2:5][C:6](=[O:7])[OH:8])[cH:9][cH:10][c:11]([C:13]#[N:14])[cH:12]1.[CH:15]([CH3:16])([CH3:17])[NH:18][NH:19][C:20]([c:21]1[cH:22][cH:23][cH:24][cH:25][cH:26]1)=[O:27].[CH:28]([N:29]([CH:30]([CH3:31])[CH3:32])[CH2:33][CH3:34])([CH3:35])[CH3:36].[O:37]=[CH:38][N:39]([CH3:40])[CH3:41]>>[Br:1][c:2]1[c:3]([O:4][CH2:5][C:6](=[O:8])[N:18]([CH:15]([CH3:16])[CH3:17])[NH:19][C:20]([c:21]2[cH:22][cH:23][cH:24][cH:25][cH:26]2)=[O:27])[cH:9][cH:10][c:11]([C:13]#[N:14])[cH:12]1. Starting materials: C(C1=CC=CC=C1)N1C[C@H]2[C@@H](C1)[C@@H](CC2)NC([C@H](CC(C)C)N2S(CCC2)(=O)=O)=O ((2S)—N-[(3aS,4R,6aR)-2-benzyloctahydrocyclopenta[c]pyrrol-4-yl]-2-(1,1-dioxidoisothiazolidin-2-yl)-4-methylpentanamide), [H][H] (hydrogen). The reagents and catalysts are [OH-].[OH-].[Pd+2] (Pd(OH)2 on carbon). Run in C(C)O (ethanol). Yields the product O=S1(N(CCC1)[C@H](C(=O)N[C@@H]1CC[C@H]2CNC[C@H]21)CC(C)C)=O ((2S)-2-(1,1-dioxidoisothiazolidin-2-yl)-4-methyl-N-[(3aS,4R,6aR)-octahydrocyclopenta[c]pyrrol-4-yl]pentanamide). Reaction SMILES: C([N:8]1[CH2:12][C@H:11]2[C@H:13]([NH:16][C:17](=[O:30])[C@@H:18]([N:23]3[CH2:27][CH2:26][CH2:25][S:24]3(=[O:29])=[O:28])[CH2:19][CH:20]([CH3:22])[CH3:21])[CH2:14][CH2:15][C@H:10]2[CH2:9]1)C1C=CC=CC=1.[H][H]>[OH-].[OH-].[Pd+2].C(O)C>[O:29]=[S:24]1(=[O:28])[CH2:25][CH2:26][CH2:27][N:23]1[C@@H:18]([CH2:19][CH:20]([CH3:21])[CH3:22])[C:17]([NH:16][C@H:13]1[C@H:11]2[C@H:10]([CH2:9][NH:8][CH2:12]2)[CH2:15][CH2:14]1)=[O:30] |f:2.3.4|. Reported procedure: (25)-N-[(3aS,4R,6aR)-2-Benzyloctahydrocyclopenta[c]pyrrol-4-yl]-2-(1,1-dioxidoisothiazolidin-2-yl)-4-methylpentanamide (265 mg, 0.611 mmol) from Example 220 Step D and ethanol (20 mL) were added to 20% Pd(OH)2 on carbon, wet (53.0 mg, 0.377 mmol) in a 50 mL pressure bottle and stirred for 48 hours under 30 psi hydrogen at 50° C. The mixture was filtered through a nylon membrane and the solvent removed in vacuo to give (2S)-2-(1,1-dioxidoisothiazolidin-2-yl)-4-methyl-N-[(3aS,4R,6aR)-octahydrocycl...